From a dataset of the Open Reaction Database (ORD), a public repository of structured organic reaction records. describe an organic reaction: reactants, conditions, products, and yield Reported procedure: 24.2 parts of 5-(4'-aminophenoxy)-benzisothiazole, 400 parts of toluene, 1 part of triethylamine and 11.4 parts of methyl isocyanate were heated at 80° C. for 12 hours, and the reaction mixture was then evaporated down under reduced pressure. 25 parts (85% of theory) of 5-(4'-methylaminocarbonylaminophenoxy)-benzisothiazole of melting point 178° C. were obtained. Reactants: NC1=CC=C(OC=2C=CC3=C(C=NS3)C2)C=C1 (5-(4'-aminophenoxy)-benzisothiazole), C1(=CC=CC=C1)C (toluene), CN=C=O (methyl isocyanate). The solvent is C(C)N(CC)CC (triethylamine). Reaction SMILES: [NH2:1][C:2]1[CH:17]=[CH:16][C:5]([O:6][C:7]2[CH:8]=[CH:9][C:10]3[S:14][N:13]=[CH:12][C:11]=3[CH:15]=2)=[CH:4][CH:3]=1.C1(C)C=CC=CC=1.[CH3:25][N:26]=[C:27]=[O:28]>C(N(CC)CC)C>[CH3:25][NH:26][C:27]([NH:1][C:2]1[CH:17]=[CH:16][C:5]([O:6][C:7]2[CH:8]=[CH:9][C:10]3[S:14][N:13]=[CH:12][C:11]=3[CH:15]=2)=[CH:4][CH:3]=1)=[O:28]. The yield is 85.0%. Product: CNC(=O)NC1=CC=C(OC=2C=CC3=C(C=NS3)C2)C=C1 (5-(4'-methylaminocarbonylaminophenoxy)-benzisothiazole). The reactants are O=C([O-])O, Cc1ccc(OCc2ccccc2)cn1, ClCCl, O=C(O)c1cccc(OOCl)c1, [Na+]. Product: Cc1ccc(OCc2ccccc2)c[n+]1[O-]. RXN SMILES: [C:28](=[O:29])([OH:30])[O-:31].[CH2:1]([c:2]1[cH:3][cH:4][cH:5][cH:6][cH:7]1)[O:8][c:9]1[cH:10][cH:11][c:12]([CH3:15])[n:13][cH:14]1.[CH2:33]([Cl:34])[Cl:35].[Cl:16][O:17][O:18][c:19]1[cH:20][c:21]([C:25]([OH:26])=[O:27])[cH:22][cH:23][cH:24]1.[Na+:32]>>[CH2:1]([c:2]1[cH:3][cH:4][cH:5][cH:6][cH:7]1)[O:8][c:9]1[cH:10][cH:11][c:12]([CH3:15])[n+:13]([O-:17])[cH:14]1.